Dataset: the Open Reaction Database (ORD), a public repository of structured organic reaction records. Task: describe an organic reaction: reactants, conditions, products, and yield The reactants are C(C)(=O)OCCCCCCCCCCC1=C(C(C(=C(C1=O)OC)OC)=O)C (6-(10-acetoxydecyl)-2,3-dimethoxy-5-methyl-l,4-benzoquinone), S(=O)([O-])S(=O)[O-].[Na+].[Na+] (sodium hydrosulfite). The solvent is O (water), CCOCC (ether). Product: C(C)(=O)OCCCCCCCCCCC1=C(C(=C(C(=C1O)OC)OC)O)C (6-(10-Acetoxydecyl)-2,3-dimethoxy-5-methylhydroquinone). RXN SMILES: S(S([O-])=O)([O-])=O.[Na+].[Na+].[C:9]([O:12][CH2:13][CH2:14][CH2:15][CH2:16][CH2:17][CH2:18][CH2:19][CH2:20][CH2:21][CH2:22][C:23]1[C:28](=[O:29])[C:27]([O:30][CH3:31])=[C:26]([O:32][CH3:33])[C:25](=[O:34])[C:24]=1[CH3:35])(=[O:11])[CH3:10]>CCOCC.O>[C:9]([O:12][CH2:13][CH2:14][CH2:15][CH2:16][CH2:17][CH2:18][CH2:19][CH2:20][CH2:21][CH2:22][C:23]1[C:28]([OH:29])=[C:27]([O:30][CH3:31])[C:26]([O:32][CH3:33])=[C:25]([OH:34])[C:24]=1[CH3:35])(=[O:11])[CH3:10] |f:0.1.2|. Reported procedure: 2,3-Dimethoxy-6-(10-hydroxydecyl)-5-methyl-1,4-benzoquinone (3.38 g) was dissolved in dichloromethane (50 ml). Pyridine (1 ml) was added, and acetyl chloride (0.8 ml) was added with stirring under ice-cooling. After stirring for 1 hour at the same temperature, the mixture was washed with 0.1N hydrochloric acid (50 ml) followed by water (50 ml). The dichloromethane layer was concentrated under reduced pressure to obtain 6-(10-acetoxydecyl)-2,3-dimethoxy-5-methyl-l,4-benzoquinone as a red oil. Thi... Starting materials: O=C([O-])[O-], CC1CN1, CC#N, ClCc1ccc(Cl)nc1, [K+], [K+]. Yields the product CC1CN1Cc1ccc(Cl)nc1. RXN SMILES: [C:14](=[O:15])([O-:16])[O-:17].[CH3:10][CH:11]1[NH:12][CH2:13]1.[CH3:20][C:21]#[N:22].[Cl:1][c:2]1[n:3][cH:4][c:5]([CH2:8][Cl:9])[cH:6][cH:7]1.[K+:18].[K+:19]>>[Cl:1][c:2]1[n:3][cH:4][c:5]([CH2:8][N:12]2[CH:11]([CH3:10])[CH2:13]2)[cH:6][cH:7]1. The reactants are C(C)(C)(C)OC(=O)N[C@@H](CC(C)C)C(=O)O (N-(tert-Butoxycarbonyl)-L-leucine), ON1C(CCC1=O)=O (N-Hydroxysuccinimide), C1(CCCCC1)N=C=NC1CCCCC1 (1,3-Dicyclohexylcarbodiimide). Run in C(C)#N (acetonitrile). Conditions: time 4 hour. Product: O=C1C(C(CC1)=O)OC(C(CC(C)C)NC(=O)OC(C)(C)C)=O (2-tert-Butoxycarbonylamino-4-methyl-pentanoic acid 2,5-dioxo-cyclopentyl ester). As a reaction SMILES: [C:1]([O:5][C:6]([NH:8][C@H:9]([C:14]([OH:16])=[O:15])[CH2:10][CH:11]([CH3:13])[CH3:12])=[O:7])([CH3:4])([CH3:3])[CH3:2].ON1[C:22](=[O:23])[CH2:21][CH2:20][C:19]1=[O:24].[CH:25]1(N=C=NC2CCCCC2)CCCCC1>C(#N)C>[O:23]=[C:22]1[CH2:21][CH2:20][C:19](=[O:24])[CH:25]1[O:15][C:14](=[O:16])[CH:9]([NH:8][C:6]([O:5][C:1]([CH3:3])([CH3:2])[CH3:4])=[O:7])[CH2:10][CH:11]([CH3:12])[CH3:13]. Procedure details: To the mixture of N-(tert-Butoxycarbonyl)-L-leucine (1.03 g, 4.46 mmol) and N-Hydroxysuccinimide (0.74 g, 6.43 mmol) in acetonitrile (30 ml) was added 1,3-Dicyclohexylcarbodiimide (1.24 g, 6.01 mmol) and stirred for 4 hr, at room temperature. The resulting precipitate was filtered off and the acetonitrile filtrate containing 2 was carried on to the next step. MS, m/z (relative intensity): 327 [M+1H, 100%], 327 [M+1H —C(CH3)3, 100%]. Reactants: CNC(C1=C(C=C(C(=C1)C#N)C)OCC)=O (N1,4-dimethyl-5-cyano-2-ethoxybenzamide), C(=O)(OC(C)(C)C)OC(=O)[O-] (tert-butyl dicarbonate), C(=O)(OC(C)(C)C)OC(=O)[O-] (tert-Butyl dicarbonate). Reagents/catalysts: CN(C)C1=NC=CC=C1 (dimethylaminopyridine). Run in C(C)#N (acetonitrile). Run at time 8 hour. Yields the product C(#N)C=1C(=CC(=C(C(=O)N(C(OC(C)(C)C)=O)C)C1)OCC)C (tert-Butyl N-(5-cyano-2-ethoxy-4-methylbenzoyl)-N-methylcarbamate). The yield is 60.4%. Reaction SMILES: [CH3:1][NH:2][C:3](=[O:16])[C:4]1[CH:9]=[C:8]([C:10]#[N:11])[C:7]([CH3:12])=[CH:6][C:5]=1[O:13][CH2:14][CH3:15].[C:17]([O:24]C([O-])=O)([O:19][C:20]([CH3:23])([CH3:22])[CH3:21])=O>C(#N)C.CN(C1C=CC=CN=1)C>[C:10]([C:8]1[C:7]([CH3:12])=[CH:6][C:5]([O:13][CH2:14][CH3:15])=[C:4]([CH:9]=1)[C:3]([N:2]([CH3:1])[C:17](=[O:24])[O:19][C:20]([CH3:21])([CH3:22])[CH3:23])=[O:16])#[N:11]. Reported procedure: After suspending N1,4-dimethyl-5-cyano-2-ethoxybenzamide (92 g) in acetonitrile (11), tert-butyl dicarbonate (110 g) and dimethylaminopyridine (2.6 g) were added and the mixture was stirred at room temperature overnight. The reaction mixture was heated to 90° C. and stirred for 3 hours. tert-Butyl dicarbonate (110 g) was further added and the mixture was stirred at 50° C. overnight. After cooling to room temperature, the precipitated crystals were filtered off (24.3 g). The filtrate was concentr... Starting materials: CCN=C=NCCCN(C)C, COC(=O)C(F)C(=O)O, CN(C)c1ccncc1, Cl, CN(C)C=O, O, On1nnc2ccccc21, Nc1ccc(-c2ccccc2)cc1. Yields the product COC(=O)C(F)C(=O)Nc1ccc(-c2ccccc2)cc1. As a reaction SMILES: [CH3:11][CH2:12][N:13]=[C:14]=[N:15][CH2:16][CH2:17][CH2:18][N:19]([CH3:20])[CH3:21].[CH3:23][O:24][C:25]([CH:26]([C:27](=[O:28])[OH:29])[F:30])=[O:31].[CH3:45][N:46]([c:47]1[cH:48][cH:49][n:50][cH:51][cH:52]1)[CH3:53].[ClH:22].[O:54]=[CH:55][N:56]([CH3:57])[CH3:58].[OH2:59].[OH:1][n:2]1[c:3]2[c:4]([cH:5][cH:6][cH:7][cH:8]2)[n:9][n:10]1.[c:32]1(-[c:39]2[cH:40][cH:41][cH:42][cH:43][cH:44]2)[cH:33][cH:34][c:35]([NH2:38])[cH:36][cH:37]1>>[CH3:23][O:24][C:25]([CH:26]([C:27](=[O:28])[NH:38][c:35]1[cH:34][cH:33][c:32](-[c:39]2[cH:40][cH:41][cH:42][cH:43][cH:44]2)[cH:37][cH:36]1)[F:30])=[O:31]. Starting materials: NC1=CC=C(C=C1)CCCC(=O)O (4-(4-aminophenyl)butyric acid), C1(=CC=CC=C1)S(=O)(=O)Cl (benzenesulphonyl chloride), N1=CC=CC=C1 (pyridine). Solvent: CC(=O)C (acetone), CC(=O)C (acetone). Product: C1(=CC=CC=C1)S(=O)(=O)NC1=CC=C(C=C1)CCCC(=O)O (4-[4-(phenyl-sulphonamido)phenyl]butyric acid). As a reaction SMILES: [NH2:1][C:2]1[CH:7]=[CH:6][C:5]([CH2:8][CH2:9][CH2:10][C:11]([OH:13])=[O:12])=[CH:4][CH:3]=1.[C:14]1([S:20](Cl)(=[O:22])=[O:21])[CH:19]=[CH:18][CH:17]=[CH:16][CH:15]=1.N1C=CC=CC=1>CC(C)=O>[C:14]1([S:20]([NH:1][C:2]2[CH:3]=[CH:4][C:5]([CH2:8][CH2:9][CH2:10][C:11]([OH:13])=[O:12])=[CH:6][CH:7]=2)(=[O:22])=[O:21])[CH:19]=[CH:18][CH:17]=[CH:16][CH:15]=1. Reported procedure: To a solution of 4-(4-aminophenyl)butyric acid (1 g, 5.6 mmol) in dry acetone (30 ml) was added dropwise a solution of benzenesulphonyl chloride (0.99 g) and pyridine (1.1 g) in dry acetone (10 ml). The mixture was heated at reflux for 3 hours, then concentrated in vacuo. The resulting oil was dissolved in dichloromethane (100 ml) and the solution was washed with 2N aqueous HCl (2×100 ml), followed by water (2×100 ml). The dichloromethane solution was extracted with 10% aqueous NaOH (2×50 ml), f... Reactants: O=C([O-])[O-], O=C(Cl)OCc1ccccc1, C1CCOC1, [K+], [K+], OCC1CCCCNC1, O. Yields the product O=C(OCc1ccccc1)N1CCCCC(CO)C1. Reaction SMILES: [C:1](=[O:2])([O-:3])[O-:4].[CH2:16]([c:17]1[cH:18][cH:19][cH:20][cH:21][cH:22]1)[O:23][C:24](=[O:25])[Cl:26].[CH2:27]1[O:28][CH2:29][CH2:30][CH2:31]1.[K+:5].[K+:6].[NH:7]1[CH2:8][CH:9]([CH2:14][OH:15])[CH2:10][CH2:11][CH2:12][CH2:13]1.[OH2:32]>>[N:7]1([C:24]([O:23][CH2:16][c:17]2[cH:18][cH:19][cH:20][cH:21][cH:22]2)=[O:25])[CH2:8][CH:9]([CH2:14][OH:15])[CH2:10][CH2:11][CH2:12][CH2:13]1. Reactants: C1(=CC=CC=C1)C1=NN=NN1 (5-Phenyltetrazole), C[O-].[Na+] (sodium methylate), BrCCCCCC (bromohexane). Solvent: C(C)O (ethanol). Run at time 4 hour. Product: C(CCCCC)N1N=NN=C1C1=CC=CC=C1 (N-Hexyl 5-Phenyltetrazole). Yield: 46.0%. RXN SMILES: [C:1]1([C:7]2[NH:11][N:10]=[N:9][N:8]=2)[CH:6]=[CH:5][CH:4]=[CH:3][CH:2]=1.C[O-].[Na+].Br[CH2:16][CH2:17][CH2:18][CH2:19][CH2:20][CH3:21]>C(O)C>[CH2:16]([N:8]1[C:7]([C:1]2[CH:2]=[CH:3][CH:4]=[CH:5][CH:6]=2)=[N:11][N:10]=[N:9]1)[CH2:17][CH2:18][CH2:19][CH2:20][CH3:21] |f:1.2|. Reported procedure: 5-Phenyltetrazole (29.2 g, 0.2 mole) was placed in 300 ml of ethanol and sodium methylate (11 g, 0.2 mole) added. On the addition of bromohexane (33 g, 0.2 mole), the solution cleared immediately. The mixture slowly became cloudy on four hours refluxing. Filtering followed by stripping gave 21.2 g of a yellow liquid. The reactants are C(C)OC1=C(C=NC2=CC=C(C=C12)\C=C/1\C(N=C(S1)SC)=O)C#N (4-ethoxy-6-[2-methylsulfanyl-4-oxo-4H-thiazol-(5Z)-ylidenemethyl]-quinoline-3-carbonitrile), FC(C1=CC(=NC=C1)CN)(F)F (4-trifluoromethyl-pyridin-2-ylmethylamine), CCN(C(C)C)C(C)C (DIEA). The product is C(C)OC1=C(C=NC2=CC=C(C=C12)\C=C/1\C(N=C(S1)NCC1=NC=CC(=C1)C(F)(F)F)=O)C#N (4-ethoxy-6-[4-oxo-2-[(4-trifluoromethyl-pyridin-2-ylmethyl)-amino]-4H-thiazol-(5Z)-ylidenemethyl]-quinoline-3-carbonitrile). As a reaction SMILES: [CH2:1]([O:3][C:4]1[C:13]2[C:8](=[CH:9][CH:10]=[C:11](/[CH:14]=[C:15]3/[C:16](=[O:22])[N:17]=[C:18](SC)[S:19]/3)[CH:12]=2)[N:7]=[CH:6][C:5]=1[C:23]#[N:24])[CH3:2].[F:25][C:26]([F:36])([F:35])[C:27]1[CH:32]=[CH:31][N:30]=[C:29]([CH2:33][NH2:34])[CH:28]=1.CCN(C(C)C)C(C)C>>[CH2:1]([O:3][C:4]1[C:13]2[C:8](=[CH:9][CH:10]=[C:11](/[CH:14]=[C:15]3/[C:16](=[O:22])[N:17]=[C:18]([NH:34][CH2:33][C:29]4[CH:28]=[C:27]([C:26]([F:36])([F:25])[F:35])[CH:32]=[CH:31][N:30]=4)[S:19]/3)[CH:12]=2)[N:7]=[CH:6][C:5]=1[C:23]#[N:24])[CH3:2]. Procedure details: Similar procedure as described in example 14h was used, starting from 4-ethoxy-6-[2-methylsulfanyl-4-oxo-4H-thiazol-(5Z)-ylidenemethyl]-quinoline-3-carbonitrile (example 14g), 4-trifluoromethyl-pyridin-2-ylmethylamine and DIEA to give 4-ethoxy-6-[4-oxo-2-[(4-trifluoromethyl-pyridin-2-ylmethyl)-amino]-4H-thiazol-(5Z)-ylidenemethyl]-quinoline-3-carbonitrile. LC-MS m/e 484 (MH+). Product: FC(C(F)F)C1CCC2(OCCO2)CC1 (8-(1,2,2-trifluoroethyl)-1,4-dioxaspiro[4.5]decane). Procedure: At atmospheric pressure, 22 g of 8-(1,2,2-trifluoroethylidene)-1,4-dioxaspiro[4.5]decane in 250 ml of ethanol in the presence of palladium on carbon as catalyst were hydrogenated until 2.2 liter of hydrogen had been taken up. The catalyst was subsequently filtered off and the filtrate was concentrated. The residue was chromatographed over silica gel (petroleum ether/ethyl acetate, 7:1), to give the title product as a colourless oil. The reagents and catalysts are [Pd] (palladium on carbon). As a reaction SMILES: [F:1][C:2](=[C:6]1[CH2:15][CH2:14][C:9]2([O:13][CH2:12][CH2:11][O:10]2)[CH2:8][CH2:7]1)[CH:3]([F:5])[F:4].[H][H]>C(O)C.[Pd]>[F:1][CH:2]([CH:6]1[CH2:7][CH2:8][C:9]2([O:10][CH2:11][CH2:12][O:13]2)[CH2:14][CH2:15]1)[CH:3]([F:5])[F:4]. The solvent is C(C)O (ethanol). Reactants: FC(C(F)F)=C1CCC2(OCCO2)CC1 (8-(1,2,2-trifluoroethylidene)-1,4-dioxaspiro[4.5]decane), [H][H] (hydrogen).